The task is: describe an organic reaction: reactants, conditions, products, and yield. This data is from the Open Reaction Database (ORD), a public repository of structured organic reaction records. Starting materials: O=C(CBr)Nc1ccon1, ClC(Cl)Cl, COc1ccc(C(O)(C(=O)OC2CN3CCC2CC3)c2ccccc2)cc1. The product is [Br-], COc1ccc(C(O)(C(=O)OC2C[N+]3(CC(=O)Nc4ccon4)CCC2CC3)c2ccccc2)cc1. Reaction SMILES: [Br:1][CH2:2][C:3](=[O:4])[NH:5][c:6]1[n:7][o:8][cH:9][cH:10]1.[CH:38]([Cl:39])([Cl:40])[Cl:41].[N:11]12[CH2:12][CH:13]([O:19][C:20]([C:21]([c:22]3[cH:23][cH:24][cH:25][cH:26][cH:27]3)([c:28]3[cH:29][cH:30][c:31]([O:34][CH3:35])[cH:32][cH:33]3)[OH:36])=[O:37])[CH:14]([CH2:15][CH2:16]1)[CH2:17][CH2:18]2>>[Br-:1].[CH2:2]([C:3](=[O:4])[NH:5][c:6]1[n:7][o:8][cH:9][cH:10]1)[N+:11]12[CH2:12][CH:13]([O:19][C:20]([C:21]([c:22]3[cH:23][cH:24][cH:25][cH:26][cH:27]3)([c:28]3[cH:29][cH:30][c:31]([O:34][CH3:35])[cH:32][cH:33]3)[OH:36])=[O:37])[CH:14]([CH2:15][CH2:16]1)[CH2:17][CH2:18]2. Reactants: C(C)C=1C=C(C=C(C1OCCCCOCC(OCC)OCC)CC)OCC=C(Cl)Cl (3,5-diethyl-1-(3,3-dichloro-2-propenyloxy)-4-(4-(2,2-diethoxyethoxy)butyloxy)benzene), C(C)(=O)O (acetic acid), Cl (hydrochloric acid). Run in O (water), O (water). Conditions: time 30 minute. Product: C(C)C1=C(OCCCCOCC=O)C(=CC(=C1)OCC=C(Cl)Cl)CC (4-(2,6-diethyl-4-(3,3-dichloro-2-propenyloxy)phenoxy)butyloxyacetaldehyde). Yield: 97.9%. Reaction SMILES: [CH2:1]([C:3]1[CH:4]=[C:5]([O:25][CH2:26][CH:27]=[C:28]([Cl:30])[Cl:29])[CH:6]=[C:7]([CH2:23][CH3:24])[C:8]=1[O:9][CH2:10][CH2:11][CH2:12][CH2:13][O:14][CH2:15][CH:16](OCC)[O:17]CC)[CH3:2].C(O)(=O)C.Cl>O>[CH2:23]([C:7]1[CH:6]=[C:5]([O:25][CH2:26][CH:27]=[C:28]([Cl:29])[Cl:30])[CH:4]=[C:3]([CH2:1][CH3:2])[C:8]=1[O:9][CH2:10][CH2:11][CH2:12][CH2:13][O:14][CH2:15][CH:16]=[O:17])[CH3:24]. Reported procedure: To a mixture of 9.27 g of 3,5-diethyl-1-(3,3-dichloro-2-propenyloxy)-4-(4-(2,2-diethoxyethoxy)butyloxy)benzene, 25 ml of acetic acid, and 5 ml of water was added 1 ml of concentrated hydrochloric acid at room temperature. After stirring at room temperature for 30 minutes, the reaction mixture was poured into water, and extracted twice with diethyl ether. The diethyl ether layers were combined, washed with water, aqueous sodium hydrogencarbonate solution, and aqueous sodium chloride solution in t... Starting materials: ClC1=CC(=NC=N1)C(=O)Cl (6-chloropyrimidine-4-carboxylic acid chloride), CCN(C(C)C)C(C)C (DIPEA), N1CCC2CCCCC12 (octahydroindole). The solvent is ClCCl (dichloromethane), C(Cl)Cl (DCM), ClCCl (dichloromethane). Conditions: time 2 hour. The product is ClC1=CC(=NC=N1)C(=O)N1CCC2CCCCC12 ((6-chloropyrimidin-4-yl)-(octahydroindol-1-yl)-methanone). Reaction SMILES: [Cl:1][C:2]1[N:7]=[CH:6][N:5]=[C:4]([C:8](Cl)=[O:9])[CH:3]=1.CCN(C(C)C)C(C)C.[NH:20]1[CH:28]2[CH:23]([CH2:24][CH2:25][CH2:26][CH2:27]2)[CH2:22][CH2:21]1>ClCCl>[Cl:1][C:2]1[N:7]=[CH:6][N:5]=[C:4]([C:8]([N:20]2[CH:28]3[CH:23]([CH2:24][CH2:25][CH2:26][CH2:27]3)[CH2:22][CH2:21]2)=[O:9])[CH:3]=1. Procedure: 0.517 g (2.92 mmol) 6-chloropyrimidine-4-carboxylic acid chloride in 10 mL dichloromethane were combined with 1.07 mL (6.00 mmol) DIPEA. 0.73 g (2.92 mmol) octahydroindole in 10 mL DCM was slowly added dropwise. After 2 h stirring at RT the mixture was diluted with dichloromethane and extracted with water. The organic phase was separated off, dried on sodium sulphate, filtered, evaporated down i. vac. and dried. Reactants: C([O-])(O)=O.[Na+] (sodium bicarbonate), C1OC(/C=C/[C@@H]2[C@H]3CC(O[C@H]3C[C@H]2O)=O)(COC2=CC3=CC=CC=C3C=C2)OC1 ((1S,5R,6R,7R)-6-[(E)-3,3-ethylenedioxy-4-(2-naphthyloxy)-1-butenyl]-7-hydroxy-2-oxabicyclo[3,3,0]octan-3-one), O1CCCC=C1 (dihydropyran), C1(=CC=C(C=C1)S(=O)(=O)O)C (p-toluenesulfonic acid). The solvent is O (water), C(Cl)Cl (methylene chloride), C(Cl)Cl (methylene chloride). Yields the product C1OC(/C=C/[C@@H]2[C@H]3CC(O[C@H]3C[C@H]2OC2OCCCC2)=O)(COC2=CC3=CC=CC=C3C=C2)OC1 ((1S,5R,6R,7R)-6-[(E)-3,3-Ethylenedioxy-4-(2-naphthyloxy)-1-butenyl]-7-(tetrahydropyran-2-yloxy)-2-oxabicyclo-[3,3,0]octan-3-one). RXN SMILES: [CH2:1]1[CH2:29][O:28][C:3]([CH2:16][O:17][C:18]2[CH:27]=[CH:26][C:25]3[C:20](=[CH:21][CH:22]=[CH:23][CH:24]=3)[CH:19]=2)(/[CH:4]=[CH:5]/[C@H:6]2[C@H:13]([OH:14])[CH2:12][C@H:11]3[C@@H:7]2[CH2:8][C:9](=[O:15])[O:10]3)[O:2]1.[O:30]1[CH:35]=[CH:34][CH2:33][CH2:32][CH2:31]1.C1(C)C=CC(S(O)(=O)=O)=CC=1.C(=O)(O)[O-].[Na+]>O.C(Cl)Cl>[CH2:1]1[CH2:29][O:28][C:3]([CH2:16][O:17][C:18]2[CH:27]=[CH:26][C:25]3[C:20](=[CH:21][CH:22]=[CH:23][CH:24]=3)[CH:19]=2)(/[CH:4]=[CH:5]/[C@H:6]2[C@H:13]([O:14][CH:31]3[CH2:32][CH2:33][CH2:34][CH2:35][O:30]3)[CH2:12][C@H:11]3[C@@H:7]2[CH2:8][C:9](=[O:15])[O:10]3)[O:2]1 |f:3.4|. Procedure: 190 mg. of (1S,5R,6R,7R)-6-[(E)-3,3-ethylenedioxy-4-(2-naphthyloxy)-1-butenyl]-7-hydroxy-2-oxabicyclo[3,3,0]octan-3-one (prepared according to Example 5[a]), 0.2 ml. of freshly distilled dihydropyran, and 1.4 mg. of p-toluenesulfonic acid in 5 ml. of absolute methylene chloride were stirred for 30 minutes at ice bath temperature under argon. After dilution with methylene chloride, the mixture was shaken successively with sodium bicarbonate solution and water, dried over magnesium sulfate, and ev... Reactants: CN(/C=C/C(=O)C1=NN(C=CC1=O)C=1C=C(C#N)C=CC1)C (3-[3-((E)-3-Dimethylamino-acryloyl)-4-oxo-4H-pyridazin-1-yl]-benzonitrile), ClC1=CC=C2C(=CC=NC2=C1)NN ((7-chloro-quinolin-4-yl)-hydrazine). Product: ClC1=CC=C2C(=CC=NC2=C1)N1N=CC=C1C1=NN(C=CC1=O)C=1C=C(C#N)C=CC1 (3-{3-[2-(7-Chloro-quinolin-4-yl)-2H-pyrazol-3-yl]-4-oxo-4H-pyridazin-1-yl}-benzonitrile). Reaction SMILES: C[N:2](C)/[CH:3]=[CH:4]/[C:5]([C:7]1[C:12](=[O:13])[CH:11]=[CH:10][N:9]([C:14]2[CH:15]=[C:16]([CH:19]=[CH:20][CH:21]=2)[C:17]#[N:18])[N:8]=1)=O.[Cl:23][C:24]1[CH:33]=[C:32]2[C:27]([C:28]([NH:34]N)=[CH:29][CH:30]=[N:31]2)=[CH:26][CH:25]=1>>[Cl:23][C:24]1[CH:33]=[C:32]2[C:27]([C:28]([N:34]3[C:5]([C:7]4[C:12](=[O:13])[CH:11]=[CH:10][N:9]([C:14]5[CH:15]=[C:16]([CH:19]=[CH:20][CH:21]=5)[C:17]#[N:18])[N:8]=4)=[CH:4][CH:3]=[N:2]3)=[CH:29][CH:30]=[N:31]2)=[CH:26][CH:25]=1. Procedure details: The product was obtained starting from 3-[3-((E)-3-Dimethylamino-acryloyl)-4-oxo-4H-pyridazin-1-yl]-benzonitrile (A-19) and (7-chloro-quinolin-4-yl)-hydrazine according to the method described for example 91. MS: M=425.1 (M+H)+ Product: COc1cc2c(ccn2S(=O)(=O)c2ccccc2Cl)c2c1OCCN(C(=O)OC(C)(C)C)C2C. Starting materials: COc1cc2[nH]ccc2c2c1OCCN(C(=O)OC(C)(C)C)C2C, O=S(=O)(Cl)c1ccccc1Cl, [H-], [Na+], CN(C)C=O, O. RXN SMILES: [CH3:1][O:2][c:3]1[c:4]2[c:5]([c:6]3[cH:7][cH:8][nH:9][c:10]3[cH:11]1)[CH:12]([CH3:24])[N:13]([C:17](=[O:18])[O:19][C:20]([CH3:21])([CH3:22])[CH3:23])[CH2:14][CH2:15][O:16]2.[Cl:27][c:28]1[c:29]([S:34](=[O:35])(=[O:36])[Cl:37])[cH:30][cH:31][cH:32][cH:33]1.[H-:25].[Na+:26].[O:39]=[CH:40][N:41]([CH3:42])[CH3:43].[OH2:38]>>[CH3:1][O:2][c:3]1[c:4]2[c:5]([c:6]3[cH:7][cH:8][n:9]([S:34]([c:29]4[c:28]([Cl:27])[cH:33][cH:32][cH:31][cH:30]4)(=[O:35])=[O:36])[c:10]3[cH:11]1)[CH:12]([CH3:24])[N:13]([C:17](=[O:18])[O:19][C:20]([CH3:21])([CH3:22])[CH3:23])[CH2:14][CH2:15][O:16]2. Starting materials: ClCCCl (1,2-Dichloroethane), N(=[N+]=[N-])C1=C(C(=O)OC)C=C(N=C1C1=CC(=C(C=C1)OC)Cl)Br (methyl 3-azido-6-bromo-2-(3-chloro-4-methoxyphenyl)isonicotinate). The reagents and catalysts are CCCCCCCC(=O)O.CCCCCCCC(=O)O.CCCCCCCC(=O)O.CCCCCCCC(=O)O.[Rh].[Rh] (rhodium octanoate dimer). Solvent: ClCCl (dichloromethane). Reaction conditions: temperature 60 celsius. Yields the product BrC=1C=C(C=2NC=3C=C(C(=CC3C2N1)Cl)OC)C(=O)OC (methyl 2-bromo-8-chloro-7-methoxy-5H-pyrido[3,2-b]indole-4-carboxylate). The yield is 56.0%. RXN SMILES: ClCCCl.[N:5]([C:8]1[C:17]([C:18]2[CH:23]=[CH:22][C:21]([O:24][CH3:25])=[C:20]([Cl:26])[CH:19]=2)=[N:16][C:15]([Br:27])=[CH:14][C:9]=1[C:10]([O:12][CH3:13])=[O:11])=[N+]=[N-]>ClCCl.CCCCCCCC(O)=O.CCCCCCCC(O)=O.CCCCCCCC(O)=O.CCCCCCCC(O)=O.[Rh].[Rh]>[Br:27][C:15]1[CH:14]=[C:9]([C:10]([O:12][CH3:13])=[O:11])[C:8]2[NH:5][C:23]3[CH:22]=[C:21]([O:24][CH3:25])[C:20]([Cl:26])=[CH:19][C:18]=3[C:17]=2[N:16]=1 |f:3.4.5.6.7.8|. Procedure details: 1,2-Dichloroethane (0.1 mL) was added to a mixture of methyl 3-azido-6-bromo-2-(3-chloro-4-methoxyphenyl)isonicotinate (56 mg, 0.14 mmol), rhodium octanoate dimer (11 mg, 0.014 mmol) and crushed 4 A° molecular sieves (56 mg) in a microwave vial. The vial was sealed and heated at 60° C. overnight. The reaction was diluted with dichloromethane, filtered, and the solvents removed from the filtrate. Radial silica gel chromatography (step gradient with hexane containing 50 to 100% methylene chloride)...